This data is from the Open Reaction Database (ORD), a public repository of structured organic reaction records. The task is: describe an organic reaction: reactants, conditions, products, and yield Starting materials: CC(C)(C)[Si](OCCOc1ccc([N+](=O)[O-])cn1)(c1ccccc1)c1ccccc1, CO, [H][H]. Yields the product CC(C)(C)[Si](OCCOc1ccc(N)cn1)(c1ccccc1)c1ccccc1. Reaction SMILES: [C:1]([CH3:2])([CH3:3])([CH3:4])[Si:5]([O:6][CH2:7][CH2:8][O:9][c:10]1[n:11][cH:12][c:13]([N+:16]([O-:17])=[O:18])[cH:14][cH:15]1)([c:19]1[cH:20][cH:21][cH:22][cH:23][cH:24]1)[c:25]1[cH:26][cH:27][cH:28][cH:29][cH:30]1.[CH3:33][OH:34].[H:31][H:32]>>[C:1]([CH3:2])([CH3:3])([CH3:4])[Si:5]([O:6][CH2:7][CH2:8][O:9][c:10]1[n:11][cH:12][c:13]([NH2:16])[cH:14][cH:15]1)([c:19]1[cH:20][cH:21][cH:22][cH:23][cH:24]1)[c:25]1[cH:26][cH:27][cH:28][cH:29][cH:30]1.